Dataset: the Open Reaction Database (ORD), a public repository of structured organic reaction records. Task: describe an organic reaction: reactants, conditions, products, and yield Starting materials: C(C)(C)(C)OC(=O)N1C[C@](CC1)(NC=1C=C2N3C(C(N(N=C3COC2=CC1)COCC[Si](C)(C)C)=O)C)C ((S)-3-methyl-3-[4-methyl-3-oxo-2-(2-trimethylsilanyl-ethoxymethyl)-2,3,4,10-tetrahydro-9-oxa-1,2,4a-triaza-phenanthren-6-ylamino]-pyrrolidine-1-carboxylic acid tert-butyl ester), CCCC[N+](CCCC)(CCCC)CCCC.[F-] (TBAF). Run in C1CCOC1 (THF), O (water). Run at temperature 80 celsius, time 8 hour. The product is C(C)(C)(C)OC(=O)N1C[C@](CC1)(NC=1C=C2N3C(C(NN=C3COC2=CC1)=O)C)C ((S)-3-methyl-3-(4-methyl-3-oxo-2,3,4,10-tetrahydro-9-oxa-1,2,4a-triaza-phenanthren-6-ylamino)-pyrrolidine-1-carboxylic acid tert-butyl ester). Yield: 53.7%. As a reaction SMILES: [C:1]([O:5][C:6]([N:8]1[CH2:12][CH2:11][C@:10]([CH3:38])([NH:13][C:14]2[CH:15]=[C:16]3[C:25](=[CH:26][CH:27]=2)[O:24][CH2:23][C:22]2[N:17]3[CH:18]([CH3:37])[C:19](=[O:36])[N:20](COCC[Si](C)(C)C)[N:21]=2)[CH2:9]1)=[O:7])([CH3:4])([CH3:3])[CH3:2].CCCC[N+](CCCC)(CCCC)CCCC.[F-]>C1COCC1.O>[C:1]([O:5][C:6]([N:8]1[CH2:12][CH2:11][C@:10]([CH3:38])([NH:13][C:14]2[CH:15]=[C:16]3[C:25](=[CH:26][CH:27]=2)[O:24][CH2:23][C:22]2[N:17]3[CH:18]([CH3:37])[C:19](=[O:36])[NH:20][N:21]=2)[CH2:9]1)=[O:7])([CH3:4])([CH3:2])[CH3:3] |f:1.2|. Procedure details: A mixture of (S)-3-methyl-3-[4-methyl-3-oxo-2-(2-trimethylsilanyl-ethoxymethyl)-2,3,4,10-tetrahydro-9-oxa-1,2,4a-triaza-phenanthren-6-ylamino]-pyrrolidine-1-carboxylic acid tert-butyl ester (1.1 g, 2.016 mmol) in a solution of TBAF in THF (1 M, 20 mL, 20 mmoL) was stirred at 80° C. overnight. The reaction mixture was cooled to ambient temperature and diluted with water (25 mL). The aqueous solution was extracted with EtOAc (3×25 mL). The combined organic phase was washed with brine (10 mL), drie... Reactants: CCc1nc2ccccc2n1-c1nc(N2CCOCC2)c2nc(C(O)C3CCN(C(C)(C)C(=O)OC)CC3)n(C)c2n1, ClCCl. Yields the product CCc1nc2ccccc2n1-c1nc(N2CCOCC2)c2nc(C(=O)C3CCN(C(C)(C)C(=O)OC)CC3)n(C)c2n1. Reaction SMILES: [CH2:1]([CH3:2])[c:3]1[n:4][c:5]2[c:6]([n:7]1-[c:8]1[n:9][c:10]([N:33]3[CH2:34][CH2:35][O:36][CH2:37][CH2:38]3)[c:11]3[n:12][c:13]([CH:18]([CH:19]4[CH2:20][CH2:21][N:22]([C:25]([C:26](=[O:27])[O:28][CH3:29])([CH3:30])[CH3:31])[CH2:23][CH2:24]4)[OH:32])[n:14]([CH3:17])[c:15]3[n:16]1)[cH:39][cH:40][cH:41][cH:42]2.[CH2:43]([Cl:44])[Cl:45]>>[CH2:1]([CH3:2])[c:3]1[n:4][c:5]2[c:6]([n:7]1-[c:8]1[n:9][c:10]([N:33]3[CH2:34][CH2:35][O:36][CH2:37][CH2:38]3)[c:11]3[n:12][c:13]([C:18]([CH:19]4[CH2:20][CH2:21][N:22]([C:25]([C:26](=[O:27])[O:28][CH3:29])([CH3:30])[CH3:31])[CH2:23][CH2:24]4)=[O:32])[n:14]([CH3:17])[c:15]3[n:16]1)[cH:39][cH:40][cH:41][cH:42]2. The reactants are CC(C)OC(=O)/N=N/C(=O)OC(C)C (Diisopropylazo dicarboxylate), ClC=1C=C(C(=O)NC2=CC=C(C(=O)OC)C=C2)C=C(C1O)OC1CCCCC1 (Methyl 4-(3-chloro-5-(cyclohexyloxy)-4-hydroxybenzamido)benzoate), C1(CCCCC1)O (cyclohexanol), C1(=CC=CC=C1)P(C1=CC=CC=C1)C1=CC=CC=C1 (triphenylphosphine). Run in C1CCOC1 (THF). Reaction conditions: time 20 hour. The product is ClC=1C=C(C(=O)NC2=CC=C(C(=O)OC)C=C2)C=C(C1OC1CCCCC1)OC1CCCCC1 (Methyl 4-(3-chloro-4,5-bis(cyclohexyloxy)benzamido)benzoate). Isolated yield 102.2%. Reaction SMILES: CC(OC(/N=N/C(OC(C)C)=O)=O)C.[Cl:15][C:16]1[CH:17]=[C:18]([CH:32]=[C:33]([O:36][CH:37]2[CH2:42][CH2:41][CH2:40][CH2:39][CH2:38]2)[C:34]=1[OH:35])[C:19]([NH:21][C:22]1[CH:31]=[CH:30][C:25]([C:26]([O:28][CH3:29])=[O:27])=[CH:24][CH:23]=1)=[O:20].[CH:43]1(O)[CH2:48][CH2:47][CH2:46][CH2:45][CH2:44]1.C1(P(C2C=CC=CC=2)C2C=CC=CC=2)C=CC=CC=1>C1COCC1>[Cl:15][C:16]1[CH:17]=[C:18]([CH:32]=[C:33]([O:36][CH:37]2[CH2:42][CH2:41][CH2:40][CH2:39][CH2:38]2)[C:34]=1[O:35][CH:43]1[CH2:48][CH2:47][CH2:46][CH2:45][CH2:44]1)[C:19]([NH:21][C:22]1[CH:23]=[CH:24][C:25]([C:26]([O:28][CH3:29])=[O:27])=[CH:30][CH:31]=1)=[O:20]. Procedure details: Diisopropylazo dicarboxylate (63 μL, 0.32 mmol) was added dropwise to a stirring mixture of methyl 4-(3-chloro-5-(cyclohexyloxy)-4-hydroxybenzamido)benzoate (7) (65 mg, 161 μmol), cyclohexanol (34 μL, 0.32 mmol) and triphenylphosphine (84 mg, 0.32 mmol) in THF (2 mL) and the resulting yellow mixture was stirred at RT for 20 h. The reaction was quenched with MeOH (5 mL) and the solvent was removed in vacuo. The residue was purified by silica gel chromatography (40 g, 0-15% EtOAc in iso-hexane) to... The reactants are C1(CC1)C1=CC(=NN1)NC1=NC(=NC=C1)NCC1=CC=C2C=CN(C2=C1)S(=O)(=O)C1=CC=C(C)C=C1 (N4-(5-cyclopropyl-1H-pyrazol-3-yl)-N2-((1-tosyl-1H-indol-6-yl)methyl)pyrimidine-2,4-diamine), solution, [OH-].[K+] (KOH). The solvent is CO (MeOH), O (water). Reaction conditions: temperature 100 celsius, time 18 hour. Product: N1C=CC2=CC=C(C=C12)CNC1=NC=CC(=N1)NC1=NNC(=C1)C1CC1 (N2-((1H-Indol-6-yl)methyl)-N4-(5-cyclopropyl-1H-pyrazol-3-yl)pyrimidine-2,4-diamine). Reaction SMILES: [CH:1]1([C:4]2[NH:8][N:7]=[C:6]([NH:9][C:10]3[CH:15]=[CH:14][N:13]=[C:12]([NH:16][CH2:17][C:18]4[CH:26]=[C:25]5[C:21]([CH:22]=[CH:23][N:24]5S(C5C=CC(C)=CC=5)(=O)=O)=[CH:20][CH:19]=4)[N:11]=3)[CH:5]=2)[CH2:3][CH2:2]1.[OH-].[K+]>CO.O>[NH:24]1[C:25]2[C:21](=[CH:20][CH:19]=[C:18]([CH2:17][NH:16][C:12]3[N:11]=[C:10]([NH:9][C:6]4[CH:5]=[C:4]([CH:1]5[CH2:2][CH2:3]5)[NH:8][N:7]=4)[CH:15]=[CH:14][N:13]=3)[CH:26]=2)[CH:22]=[CH:23]1 |f:1.2|. Procedure: To a solution of 38 (130 mg, 0.25 mmol) in MeOH (2 mL) was added a 2.0 N solution of KOH in water (2 mL). The mixture was stirred at 100° C. for 18 h. The solvent was evaporated under reduced pressure and the residue was purified by preparative HPLC to afford 20 mg (22%) of I-35 as white solid.